From a dataset of the Open Reaction Database (ORD), a public repository of structured organic reaction records. describe an organic reaction: reactants, conditions, products, and yield Starting materials: Cl.C(C1=CC=CC=C1)OC(=O)N(C1=CC=C(C=C1)C)CC1NCCC2=CC(=C(C=C12)OC)OC (1-(N-benzyloxycarbonyl-p-toluidinomethyl)-6,7-dimethoxy-1,2,3,4-tetrahydroisoquinoline hydrochloride), Cl (hydrochloric acid). Solvent: C(C)(=O)O (acetic acid). Reaction conditions: temperature 100 celsius. The product is Cl.Cl.C1(=CC=C(C=C1)NCC1NCCC2=CC(=C(C=C12)OC)OC)C (1-(p-toluidinomethyl)-6,7-dimethoxy-1,2,3,4-tetrahydroisoquinoline dihydrochloride). Isolated yield 144.0%. Reaction SMILES: [ClH:1].C(OC([N:12]([CH2:20][CH:21]1[C:30]2[C:25](=[CH:26][C:27]([O:33][CH3:34])=[C:28]([O:31][CH3:32])[CH:29]=2)[CH2:24][CH2:23][NH:22]1)[C:13]1[CH:18]=[CH:17][C:16]([CH3:19])=[CH:15][CH:14]=1)=O)C1C=CC=CC=1.Cl>C(O)(=O)C>[ClH:1].[ClH:1].[C:16]1([CH3:19])[CH:15]=[CH:14][C:13]([NH:12][CH2:20][CH:21]2[C:30]3[C:25](=[CH:26][C:27]([O:33][CH3:34])=[C:28]([O:31][CH3:32])[CH:29]=3)[CH2:24][CH2:23][NH:22]2)=[CH:18][CH:17]=1 |f:0.1,4.5.6|. Reported procedure: A mixture of 1-(N-benzyloxycarbonyl-p-toluidinomethyl)-6,7-dimethoxy-1,2,3,4-tetrahydroisoquinoline hydrochloride (470 mg), acetic acid (4.7 ml) and conc. hydrochloric acid (4.7 ml) was heated for 1 hour at 100° C. The reaction mixture was concentrated to dryness under reduced pressure and the residue was dissolved in methanol. To the solution was added ethyl acetate and the precipitating crystals were collected by filtration to give 1-(p-toluidinomethyl)-6,7-dimethoxy-1,2,3,4-tetrahydroisoquino... The reactants are CC(=O)OCc1c(-c2cc(Nc3cc(C)n(C)n3)c(=O)n(C)n2)cccc1-n1ncc2cc(C(C)(C)C)cc(F)c2c1=O, O=C([O-])[O-], CO, [K+], [K+]. The product is Cc1cc(Nc2cc(-c3cccc(-n4ncc5cc(C(C)(C)C)cc(F)c5c4=O)c3CO)nn(C)c2=O)nn1C. RXN SMILES: [C:1](=[O:2])([CH3:3])[O:4][CH2:5][c:6]1[c:7](-[n:28]2[c:29](=[O:43])[c:30]3[c:31]([F:42])[cH:32][c:33]([C:38]([CH3:39])([CH3:40])[CH3:41])[cH:34][c:35]3[cH:36][n:37]2)[cH:8][cH:9][cH:10][c:11]1-[c:12]1[n:13][n:14]([CH3:27])[c:15](=[O:26])[c:16]([NH:18][c:19]2[n:20][n:21]([CH3:25])[c:22]([CH3:24])[cH:23]2)[cH:17]1.[C:44](=[O:45])([O-:46])[O-:47].[CH3:50][OH:51].[K+:48].[K+:49]>>[OH:4][CH2:5][c:6]1[c:7](-[n:28]2[c:29](=[O:43])[c:30]3[c:31]([F:42])[cH:32][c:33]([C:38]([CH3:39])([CH3:40])[CH3:41])[cH:34][c:35]3[cH:36][n:37]2)[cH:8][cH:9][cH:10][c:11]1-[c:12]1[n:13][n:14]([CH3:27])[c:15](=[O:26])[c:16]([NH:18][c:19]2[n:20][n:21]([CH3:25])[c:22]([CH3:24])[cH:23]2)[cH:17]1. The reactants are Cc1cc2c(cc1Br)N(C(C)C)C(=O)CC2(C)C, O=C([O-])[O-], C1CCOC1, Cc1ccccc1, [Na+], [Na+]. Product: Cc1cc2c(cc1Br)N(C(C)C)CCC2(C)C. RXN SMILES: [Br:1][c:2]1[c:3]([CH3:18])[cH:4][c:5]2[c:10]([cH:11]1)[N:9]([CH:12]([CH3:13])[CH3:14])[C:8](=[O:15])[CH2:7][C:6]2([CH3:16])[CH3:17].[C:19](=[O:20])([O-:21])[O-:22].[CH2:32]1[O:33][CH2:34][CH2:35][CH2:36]1.[CH3:25][c:26]1[cH:27][cH:28][cH:29][cH:30][cH:31]1.[Na+:23].[Na+:24]>>[Br:1][c:2]1[c:3]([CH3:18])[cH:4][c:5]2[c:10]([cH:11]1)[N:9]([CH:12]([CH3:13])[CH3:14])[CH2:8][CH2:7][C:6]2([CH3:16])[CH3:17]. The reactants are CC(=O)c1cc(F)ccc1N(C)C=O, ClCCl, O, O=S(=O)(Cl)Cl. Yields the product CN(C=O)c1ccc(F)cc1C(=O)CCl. As a reaction SMILES: [C:6]([CH3:7])(=[O:8])[c:9]1[c:10]([N:11]([CH:12]=[O:13])[CH3:14])[cH:15][cH:16][c:17]([F:19])[cH:18]1.[Cl:21][CH2:22][Cl:23].[OH2:20].[S:1]([Cl:2])(=[O:3])([Cl:4])=[O:5]>>[Cl:4][CH2:7][C:6](=[O:8])[c:9]1[c:10]([N:11]([CH:12]=[O:13])[CH3:14])[cH:15][cH:16][c:17]([F:19])[cH:18]1. Starting materials: C1=C(C=CC=2OC3=C(C21)C=CC=C3)OC3C(NC(C3)C(=O)OC)=O (methyl 3-(2-dibenzofuranoxy)-2-pyrrolidone-5-carboxylate), [OH-].[Li+] (lithium hydroxide), Cl (HCl). Solvent: O (water), O1CCCC1 (tetrahydrofuran), O (water). Reaction conditions: temperature 61 celsius, time 2.4 hour. The product is C1=C(C=CC=2OC3=C(C21)C=CC=C3)OC(C[C@H](N)C(=O)O)C(=O)O (4-(2-Dibenzofuranoxy)glutamic Acid). RXN SMILES: [OH-:1].[Li+].[CH:3]1[C:11]2[C:10]3[CH:12]=[CH:13][CH:14]=[CH:15][C:9]=3[O:8][C:7]=2[CH:6]=[CH:5][C:4]=1[O:16][CH:17]1[CH2:21][CH:20]([C:22]([O:24]C)=[O:23])[NH:19][C:18]1=[O:26].Cl>O.O1CCCC1>[CH:3]1[C:11]2[C:10]3[CH:12]=[CH:13][CH:14]=[CH:15][C:9]=3[O:8][C:7]=2[CH:6]=[CH:5][C:4]=1[O:16][CH:17]([C:18]([OH:1])=[O:26])[CH2:21][C@@H:20]([C:22]([OH:24])=[O:23])[NH2:19] |f:0.1|. Procedure: A mixture of lithium hydroxide (0.0943 g) in water (1.4 ml) and tetrahydrofuran (4.3 ml) was treated with methyl 3-(2-dibenzofuranoxy)-2-pyrrolidone-5-carboxylate (0.427 g), and heated to 61° C. After about 2.4 hours, the reaction mixture was allowed to cool to room temperature. The reaction mixture was treated with 5N HCl (787 ml). The reaction mixture was then treated with water (3 ml). The insolubles were collected by filtration, washed with 1:1 tetrahydrofuran:water (2 ml), tetrahydrofuran (... Reactants: C(C1=CC=CC=C1)OCC=1N(C(=C(N1)C(C)C)SC1=CC(=CC(=C1)Cl)Cl)CCCC1=NC=CC=C1 (2-benzyloxymethyl-5-(3,5-dichlorophenylthio)-4-isopropyl-1-(3-(2-pyridyl)propyl)imidazole), C(C)O (ethanol), Cl (hydrochloric acid). The solvent is CO (methanol). Reaction conditions: temperature 90 celsius, time 2 hour. Product: ClC=1C=C(C=C(C1)Cl)SC1=C(N=C(N1CCCC1=NC=CC=C1)CO)C(C)C (5-(3,5-dichlorophenylthio)-4-isopropyl-2-hydroxymethyl-1-(3-(2-pyridyl)propyl)-1H-imidazole). Isolated yield 51.1%. Reaction SMILES: C([O:8][CH2:9][C:10]1[N:11]([CH2:27][CH2:28][CH2:29][C:30]2[CH:35]=[CH:34][CH:33]=[CH:32][N:31]=2)[C:12]([S:18][C:19]2[CH:24]=[C:23]([Cl:25])[CH:22]=[C:21]([Cl:26])[CH:20]=2)=[C:13]([CH:15]([CH3:17])[CH3:16])[N:14]=1)C1C=CC=CC=1.C(O)C.Cl>CO>[Cl:25][C:23]1[CH:24]=[C:19]([S:18][C:12]2[N:11]([CH2:27][CH2:28][CH2:29][C:30]3[CH:35]=[CH:34][CH:33]=[CH:32][N:31]=3)[C:10]([CH2:9][OH:8])=[N:14][C:13]=2[CH:15]([CH3:17])[CH3:16])[CH:20]=[C:21]([Cl:26])[CH:22]=1. Procedure: To 300 mg of 2-benzyloxymethyl-5-(3,5-dichlorophenylthio)-4-isopropyl-1-(3-(2-pyridyl)propyl)imidazole was added 10 ml of ethanol and 20 ml of 36% hydrochloric acid, and the mixture was stirred at 90° C. for 2 hours. After completion of the reaction, the solvent was distilled off under reduced pressure, an aqueous sodium hydrogen carbonate solution was added, and extracted with ethyl acetate. The extract was dried over sodium sulfate, and the solvent was distilled off under reduced pressure. The...